describe an organic reaction: reactants, conditions, products, and yield From a dataset of the Open Reaction Database (ORD), a public repository of structured organic reaction records. The reactants are C=CCN(C(=O)OCc1ccccc1)c1cc(C(=O)OC)cc(-c2ncco2)c1, CO, ClCCl, Cl, O. Yields the product C=CCN(C(=O)OCc1ccccc1)c1cc(C(=O)O)cc(-c2ncco2)c1. Reaction SMILES: [CH3:1][O:2][C:3]([c:4]1[cH:5][c:6]([N:15]([C:16](=[O:17])[O:18][CH2:19][c:20]2[cH:21][cH:22][cH:23][cH:24][cH:25]2)[CH2:26][CH:27]=[CH2:28])[cH:7][c:8](-[c:10]2[o:11][cH:12][cH:13][n:14]2)[cH:9]1)=[O:29].[CH3:30][OH:31].[Cl:34][CH2:35][Cl:36].[ClH:33].[OH2:32]>>[O:2]=[C:3]([c:4]1[cH:5][c:6]([N:15]([C:16](=[O:17])[O:18][CH2:19][c:20]2[cH:21][cH:22][cH:23][cH:24][cH:25]2)[CH2:26][CH:27]=[CH2:28])[cH:7][c:8](-[c:10]2[o:11][cH:12][cH:13][n:14]2)[cH:9]1)[OH:29]. Starting materials: C(C)C(C=C)(CCC=C(CC)C)O (3-ethyl-7-methyl-1,6-nonadien-3-ol), P(Br)(Br)Br (phosphorus tribromide). The product is BrCC=C(CCC=C(CC)C)CC (1-bromo-3-ethyl-7-methyl-2,6-nonadiene). Reaction SMILES: [CH2:1]([C:3](O)([CH2:6][CH2:7][CH:8]=[C:9]([CH3:12])[CH2:10][CH3:11])[CH:4]=[CH2:5])[CH3:2].P(Br)(Br)[Br:15]>>[Br:15][CH2:2][CH:1]=[C:3]([CH2:4][CH3:5])[CH2:6][CH2:7][CH:8]=[C:9]([CH3:12])[CH2:10][CH3:11]. Reported procedure: Following the procedure of Example 9, 3-ethyl-7-methyl-1,6-nonadien-3-ol and phosphorus tribromide are reacted to form 1-bromo-3-ethyl-7-methyl-2,6-nonadiene. Reactants: ClC1=C(C(=CC(=C1)Cl)C)NC1=CC=C(C=C1)CC (N-(2′,4′Dichloro-6′-methylphenyl)-4-ethylaniline), N,N-di-(4-ethylphenyl)-2′,4′-dichloro-6′-methylaniline, ClCC(=O)Cl (chloro acetylchlorid). The solvent is C1(=CC=CC=C1)C (toluene). Reaction conditions: temperature 100 celsius. Yields the product N,N-di-(4-ethylphenyl)-2′,4′-dichloro-6′-methylaniline, ClC1=C(C(=CC(=C1)Cl)C)N(C1=CC=C(C=C1)CC)C(CCl)=O (N-(2′,4-dichloro-6′-methylphenyl)-N-chloroacetyl-4-ethylaniline). As a reaction SMILES: [Cl:1][C:2]1[CH:7]=[C:6]([Cl:8])[CH:5]=[C:4]([CH3:9])[C:3]=1[NH:10][C:11]1[CH:16]=[CH:15][C:14]([CH2:17][CH3:18])=[CH:13][CH:12]=1.[Cl:19][CH2:20][C:21](Cl)=[O:22]>C1(C)C=CC=CC=1>[Cl:1][C:2]1[CH:7]=[C:6]([Cl:8])[CH:5]=[C:4]([CH3:9])[C:3]=1[N:10]([C:21](=[O:22])[CH2:20][Cl:19])[C:11]1[CH:16]=[CH:15][C:14]([CH2:17][CH3:18])=[CH:13][CH:12]=1. Procedure: N-(2′,4′Dichloro-6′-methylphenyl)-4-ethylaniline (4.83 g as a mixture with the byproduct N,N-di-(4-ethylphenyl)-2′,4′-dichloro-6′-methylaniline) is dissolved in 4.18 g of chloro acetylchlorid and heated to 100° C. for 1.5 h. The mixture is cooled, diluted with toluene (50 ml) and extracted with aqu. sodium bicarbonate. The organic phase is evaporated to dryness and chromatographed on silica (75 g) eluting with toluene to afford unreacted N,N-di-(4-ethylphenyl)-2′,4′-dichloro-6′-methylaniline and... Reactants: C(C)OC(CC(C1=CC=CC=C1)=O)=O (3-oxo-3-phenyl-propionic acid ethyl ester), Cl.C(C1=CC=CC=C1)(=N)N (benzamidine hydrochloride). Product: C1(=CC=CC=C1)C1=NC(=CC(=N1)O)C1=CC=CC=C1 (2,6-Diphenyl-pyrimidin-4-ol). Reaction SMILES: C(O[C:4](=[O:14])[CH2:5][C:6](=O)[C:7]1[CH:12]=[CH:11][CH:10]=[CH:9][CH:8]=1)C.Cl.[C:16]([NH2:24])(=[NH:23])[C:17]1[CH:22]=[CH:21][CH:20]=[CH:19][CH:18]=1>>[C:17]1([C:16]2[N:24]=[C:4]([OH:14])[CH:5]=[C:6]([C:7]3[CH:8]=[CH:9][CH:10]=[CH:11][CH:12]=3)[N:23]=2)[CH:22]=[CH:21][CH:20]=[CH:19][CH:18]=1 |f:1.2|. Procedure: The title compound was prepared from 3-oxo-3-phenyl-propionic acid ethyl ester and benzamidine hydrochloride according to general procedure 1. 1H NMR (DMSO-d6, 400 MHz) δ 6.92 (s, 1H), 7.50-7.65 (m, 6H), 8.15-8.20 (m, 2H), 8.26 (d, J=7.2 Hz, 2H), 12.80 (br s, 1H); MS: m/z (ESI) 247 (M−H). The reactants are CC(=O)O, CO, COC(=O)CCCC=CCC1COC(C)OC1C=O, ClC(Cl)Cl, NNC(=O)Nc1ccccc1. Product: COC(=O)CCCC=CCC1COC(C)OC1C=NNC(=O)Nc1ccccc1. As a reaction SMILES: [CH3:31][C:32](=[O:33])[OH:34].[CH3:35][OH:36].[CH:1](=[O:2])[CH:3]1[O:4][CH:5]([CH3:19])[O:6][CH2:7][CH:8]1[CH2:9][CH:10]=[CH:11][CH2:12][CH2:13][CH2:14][C:15](=[O:16])[O:17][CH3:18].[CH:37]([Cl:38])([Cl:39])[Cl:40].[c:20]1([NH:26][C:27]([NH:28][NH2:29])=[O:30])[cH:21][cH:22][cH:23][cH:24][cH:25]1>>[CH:1]([CH:3]1[O:4][CH:5]([CH3:19])[O:6][CH2:7][CH:8]1[CH2:9][CH:10]=[CH:11][CH2:12][CH2:13][CH2:14][C:15](=[O:16])[O:17][CH3:18])=[N:29][NH:28][C:27]([NH:26][c:20]1[cH:21][cH:22][cH:23][cH:24][cH:25]1)=[O:30]. The reactants are acid chloride, O1C(=CC=C1)C1=CC=C(C(=O)O)C=C1 (4-(2-furyl)benzoic acid), C1CCOC1 (THF), acid chloride, C(CC(=O)[O-])(=O)OCC.[K+] (potassium ethyl malonate), [Cl-].[Mg+2].[Cl-] (magnesium chloride). Reagents/catalysts: CN(C)C=O (DMF). The solvent is C(C)#N (acetonitrile), C(C(=O)Cl)(=O)Cl (oxalyl chloride), C(C(=O)Cl)(=O)Cl (oxalyl chloride), C(C)N(CC)CC (Triethylamine), C(C)#N (acetonitrile), C(C)N(CC)CC (triethylamine). Run at time 0.5 hour. Product: O1C(=CC=C1)C1=CC=C(C=C1)C(CC(=O)OCC)=O (ethyl 3-(4-(2-furyl)phenyl)-3-oxopropanoate). Reaction SMILES: [O:1]1[CH:5]=[CH:4][CH:3]=[C:2]1[C:6]1[CH:14]=[CH:13][C:9]([C:10]([OH:12])=O)=[CH:8][CH:7]=1.C1COCC1.[C:20]([O:26][CH2:27][CH3:28])(=[O:25])[CH2:21]C([O-])=O.[K+].[Cl-].[Mg+2].[Cl-]>C(Cl)(=O)C(Cl)=O.CN(C=O)C.C(#N)C.C(N(CC)CC)C>[O:1]1[CH:5]=[CH:4][CH:3]=[C:2]1[C:6]1[CH:7]=[CH:8][C:9]([C:10](=[O:12])[CH2:21][C:20]([O:26][CH2:27][CH3:28])=[O:25])=[CH:13][CH:14]=1 |f:2.3,4.5.6|. Procedure: The acid from Step 1 was converted to the acid chloride by refluxing in a mixture of oxalyl chloride (1.3 ml), THF (20 ml) and several drops of DMF. Small portions of oxalyl chloride were added until the reaction was homogeneous. Reflux continued for 0.5 hours, then the solvent was removed in vacuo to give the crude acid chloride. Meanwhile, potassium ethyl malonate (2.7 g) was reacted with anhydrous magnesium chloride (1.9 g) and triethylamine (2.21 ml) in dry acetonitrile (50 ml) at room tempe...